This data is from the Open Reaction Database (ORD), a public repository of structured organic reaction records. The task is: describe an organic reaction: reactants, conditions, products, and yield The reactants are COc1cc(O)cc(Nc2ccnc3ccc(Br)cc23)c1, CC(=O)Nc1cccc(S(C)(=N)=O)c1, Cl. The product is COc1cc(O)cc(Nc2ccnc3ccc(N=S(C)(=O)c4cccc(NC(C)=O)c4)cc23)c1. Reaction SMILES: [Br:2][c:3]1[cH:4][c:5]2[c:6]([NH:13][c:14]3[cH:15][c:16]([OH:22])[cH:17][c:18]([O:20][CH3:21])[cH:19]3)[cH:7][cH:8][n:9][c:10]2[cH:11][cH:12]1.[C:23]([CH3:24])(=[O:25])[NH:26][c:27]1[cH:28][c:29]([S:33](=[O:34])(=[NH:35])[CH3:36])[cH:30][cH:31][cH:32]1.[ClH:1]>>[c:3]1([N:35]=[S:33]([c:29]2[cH:28][c:27]([NH:26][C:23]([CH3:24])=[O:25])[cH:32][cH:31][cH:30]2)(=[O:34])[CH3:36])[cH:4][c:5]2[c:6]([NH:13][c:14]3[cH:15][c:16]([OH:22])[cH:17][c:18]([O:20][CH3:21])[cH:19]3)[cH:7][cH:8][n:9][c:10]2[cH:11][cH:12]1. Reactants: C(CC)N (n-propylamine), CCN=C=NCCCN(C)C.Cl (EDCl), C1(=CC=CC=C1)NC1=CC=C(C(=O)O)C=C1 (4-phenylaminobenzoic acid), C(C)(=O)OCC (ethyl acetate). The reagents and catalysts are CN(C)C=1C=CN=CC1 (DMAP). Run in C1CCOC1 (THF). Reaction conditions: time 8 hour. Product: C(CC)NC(C1=CC=C(C=C1)NC1=CC=CC=C1)=O (4-Phenylaminobenzoic acid N-propylamide). Isolated yield 40.1%. Reaction SMILES: [C:1]1([NH:7][C:8]2[CH:16]=[CH:15][C:11]([C:12]([OH:14])=O)=[CH:10][CH:9]=2)[CH:6]=[CH:5][CH:4]=[CH:3][CH:2]=1.[CH2:17]([NH2:20])[CH2:18][CH3:19].CCN=C=NCCCN(C)C.Cl.C(OCC)(=O)C>CN(C1C=CN=CC=1)C.C1COCC1>[CH2:17]([NH:20][C:12](=[O:14])[C:11]1[CH:10]=[CH:9][C:8]([NH:7][C:1]2[CH:2]=[CH:3][CH:4]=[CH:5][CH:6]=2)=[CH:16][CH:15]=1)[CH2:18][CH3:19] |f:2.3|. Reported procedure: To a stirred solution of 1.06 g (5.0 mmol, 1 eq.) of 4-phenylaminobenzoic acid, prepared by the method of Portnaya, et al., Zhur. Obshchei. Khim., 30: 2693 (1960), n-propylamine (0.82 mL, 10.0 mmol, 2 eq.) and 0.061 g (0.5 mmol, 0.1 eq.) of DMAP in THF at 0° C. was added 1.05 g (5.5 mmol, 1.1 eq.) of EDCl. The mixture was stirred overnight while the bath melted. The mixture was poured into 150 mL of ethyl acetate and extracted with 50 mL each of water, 1N aqueous HCl, water, and saturated aqueou... The reactants are C1(=CC=C(C=C1)S(=O)(=O)N=C=O)C (p-tolylsulfonyl-isocyanate), FC(C1=CC=C2C(=CC=NC2=C1)NC1=CC=C(C(=O)N2CCNCC2)C=C1)(F)F (4-[4-[[7-(trifluoromethyl)-4-quinolinyl]amino]benzoyl]piperazine), resultant suspension. Run in C(Cl)Cl (methylene chloride), C(Cl)Cl (methylene chloride). Yields the product CC1=CC=C(C=C1)S(=O)(=O)NC(=O)N1CCN(CC1)C(C1=CC=C(C=C1)NC1=CC=NC2=CC(=CC=C12)C(F)(F)F)=O (N-[(4-methylphenyl)sulfonyl]-4-[4-[[7-(trifluoromethyl)-4-quinolinyl]amino]benzoyl]piperazine-1-carboxamide). Isolated yield 87.0%. As a reaction SMILES: [F:1][C:2]([F:29])([F:28])[C:3]1[CH:12]=[C:11]2[C:6]([C:7]([NH:13][C:14]3[CH:27]=[CH:26][C:17]([C:18]([N:20]4[CH2:25][CH2:24][NH:23][CH2:22][CH2:21]4)=[O:19])=[CH:16][CH:15]=3)=[CH:8][CH:9]=[N:10]2)=[CH:5][CH:4]=1.[C:30]1([CH3:42])[CH:35]=[CH:34][C:33]([S:36]([N:39]=[C:40]=[O:41])(=[O:38])=[O:37])=[CH:32][CH:31]=1>C(Cl)Cl>[CH3:42][C:30]1[CH:35]=[CH:34][C:33]([S:36]([NH:39][C:40]([N:23]2[CH2:24][CH2:25][N:20]([C:18](=[O:19])[C:17]3[CH:26]=[CH:27][C:14]([NH:13][C:7]4[C:6]5[C:11](=[CH:12][C:3]([C:2]([F:1])([F:28])[F:29])=[CH:4][CH:5]=5)[N:10]=[CH:9][CH:8]=4)=[CH:15][CH:16]=3)[CH2:21][CH2:22]2)=[O:41])(=[O:38])=[O:37])=[CH:32][CH:31]=1. Reported procedure: To a suspension of 4-[4-[[7-(trifluoromethyl)-4-quinolinyl]amino]benzoyl]piperazine (2 g, 0.005 mol) in 15 ml of methylene chloride under nitrogen is added dropwise a solution of p-tolylsulfonyl-isocyanate in 10 ml of methylene chloride over a period of 10 minutes. After complete addition, the resultant suspension is stirred at room temperature for 1 hour. The white solid is filtered, washed with more methylene chloride, and dried giving 2.6 g (87%) of N-[(4-methylphenyl)sulfonyl]-4-[4-[[7-(trif... The reactants are O1CC(NC2=C1C=CC=C2)=O (4H-benzo[1,4]oxazin-3-one), BrCCCCBr (1,4-dibromobutane). The product is BrCCCCN1C(COC2=C1C=CC=C2)=O (4-(4-Bromobutyl)-2H-1,4-benzoxazin-3(4H)-one). Reaction SMILES: [O:1]1[C:6]2[CH:7]=[CH:8][CH:9]=[CH:10][C:5]=2[NH:4][C:3](=[O:11])[CH2:2]1.[Br:12][CH2:13][CH2:14][CH2:15][CH2:16]Br>>[Br:12][CH2:13][CH2:14][CH2:15][CH2:16][N:4]1[C:5]2[CH:10]=[CH:9][CH:8]=[CH:7][C:6]=2[O:1][CH2:2][C:3]1=[O:11]. Procedure: The procedure is as for Example 53, Step A, using as substrate 4H-benzo[1,4]oxazin-3-one and 1,4-dibromobutane. Reactants: BrC=1SC(=CC1CC(=O)OCC)C(=O)C1=CC=C2C(=C(N(C2=C1)CCCCN1C(C2=CC=CC=C2C1=O)=O)C1=CC=CC=C1)F (Ethyl 2-(2-bromo-5-(1-(4-(1,3-dioxoisoindolin-2-yl)butyl)-3-fluoro-2-phenyl-1H-indole-6-carbonyl)thiophen-3-yl)acetate), [F-].[Cs+] (CsF), NC=1C=C(C=CC1)B(O)O (3-aminophenylboronic acid), O (H2O). The reagents and catalysts are C=1C=CC(=CC1)[P](C=2C=CC=CC2)(C=3C=CC=CC3)[Pd]([P](C=4C=CC=CC4)(C=5C=CC=CC5)C=6C=CC=CC6)([P](C=7C=CC=CC7)(C=8C=CC=CC8)C=9C=CC=CC9)[P](C=1C=CC=CC1)(C=1C=CC=CC1)C=1C=CC=CC1 (Pd(PPh3)4). The solvent is COCCOC (DME). The product is NC=1C=C(C=CC1)C=1SC(=CC1CC(=O)OCC)C(=O)C1=CC=C2C(=C(N(C2=C1)CCCCN1C(C2=CC=CC=C2C1=O)=O)C1=CC=CC=C1)F (Ethyl 2-(2-(3-aminophenyl)-5-(1-(4-(1,3-dioxoisoindolin-2-yl)butyl)-3-fluoro-2-phenyl-1H-indole-6-carbonyl)thiophen-3-yl)acetate). The yield is 76.4%. RXN SMILES: Br[C:2]1[S:3][C:4]([C:13]([C:15]2[CH:23]=[C:22]3[C:18]([C:19]([F:45])=[C:20]([C:39]4[CH:44]=[CH:43][CH:42]=[CH:41][CH:40]=4)[N:21]3[CH2:24][CH2:25][CH2:26][CH2:27][N:28]3[C:36](=[O:37])[C:35]4[C:30](=[CH:31][CH:32]=[CH:33][CH:34]=4)[C:29]3=[O:38])=[CH:17][CH:16]=2)=[O:14])=[CH:5][C:6]=1[CH2:7][C:8]([O:10][CH2:11][CH3:12])=[O:9].[F-].[Cs+].[NH2:48][C:49]1[CH:50]=[C:51](B(O)O)[CH:52]=[CH:53][CH:54]=1.O>COCCOC.C1C=CC([P]([Pd]([P](C2C=CC=CC=2)(C2C=CC=CC=2)C2C=CC=CC=2)([P](C2C=CC=CC=2)(C2C=CC=CC=2)C2C=CC=CC=2)[P](C2C=CC=CC=2)(C2C=CC=CC=2)C2C=CC=CC=2)(C2C=CC=CC=2)C2C=CC=CC=2)=CC=1>[NH2:48][C:49]1[CH:54]=[C:53]([C:2]2[S:3][C:4]([C:13]([C:15]3[CH:23]=[C:22]4[C:18]([C:19]([F:45])=[C:20]([C:39]5[CH:44]=[CH:43][CH:42]=[CH:41][CH:40]=5)[N:21]4[CH2:24][CH2:25][CH2:26][CH2:27][N:28]4[C:36](=[O:37])[C:35]5[C:30](=[CH:31][CH:32]=[CH:33][CH:34]=5)[C:29]4=[O:38])=[CH:17][CH:16]=3)=[O:14])=[CH:5][C:6]=2[CH2:7][C:8]([O:10][CH2:11][CH3:12])=[O:9])[CH:52]=[CH:51][CH:50]=1 |f:1.2,^1:68,70,89,108|. Reported procedure: A mixture of 6 (40 mg, 0.058 mmol), Pd(PPh3)4 (13 mg, 0.011 mmol), CsF (27 mg, 0.18 mmol), 3-aminophenylboronic acid (12 mg, 0.088 mmol), and H2O (80 μL) in DME (8 mL) was degassed with N2 for 10 minutes and then refluxed. When the reaction was over by TLC monitoring, the mixture was poured into H2O (10 mL) and then extracted with 70 mL Et2O. The organic layer was washed with brine (2×10 mL), dried over MgSO4, and then concentrated in vacuo. MPLC purification (Hex:EtOAc/5:1) of the residue gave ...